From a dataset of the Open Reaction Database (ORD), a public repository of structured organic reaction records. describe an organic reaction: reactants, conditions, products, and yield The reactants are FC1=CC=CC2=C1CCC(C(N2CC(F)(F)F)=O)N2N=NC(=C2)C2=CC=C(C=C2)OC=2C=NC=CC2 (6-fluoro-3-{4-[4-(pyridin-3-yloxy)phenyl]-1H-1,2,3-triazol-1-yl}-1-(2,2,2-trifluoroethyl)-1,3,4,5-tetrahydro-2H-1-benzazepin-2-one), C(#C)C1=C(C=C(OC=2C=NC=CC2)C=C1)OC (3-(4-ethynyl-3-methoxyphenoxy)pyridine), alkyne. Product: FC1=CC=CC2=C1CCC(C(N2CC(F)(F)F)=O)N2N=NC(=C2)C2=C(C=C(C=C2)OC=2C=NC=CC2)OC (6-fluoro-3-{-4-[2-methoxy-4-(pyridin-3-yloxy)phenyl]-1H-1,2,3-triazol-1-yl}-1-(2,2,2-trifluoroethyl)-1,3,4,5-tetrahydro-2H-1-benzazepin-2-one). As a reaction SMILES: [F:1][C:2]1[C:7]2[CH2:8][CH2:9][CH:10]([N:19]3[CH:23]=[C:22]([C:24]4[CH:29]=[CH:28][C:27]([O:30][C:31]5[CH:32]=[N:33][CH:34]=[CH:35][CH:36]=5)=[CH:26][CH:25]=4)[N:21]=[N:20]3)[C:11](=[O:18])[N:12]([CH2:13][C:14]([F:17])([F:16])[F:15])[C:6]=2[CH:5]=[CH:4][CH:3]=1.C(C1C=C[C:42]([O:43]C2C=NC=CC=2)=CC=1OC)#C>>[F:1][C:2]1[C:7]2[CH2:8][CH2:9][CH:10]([N:19]3[CH:23]=[C:22]([C:24]4[CH:29]=[CH:28][C:27]([O:30][C:31]5[CH:32]=[N:33][CH:34]=[CH:35][CH:36]=5)=[CH:26][C:25]=4[O:43][CH3:42])[N:21]=[N:20]3)[C:11](=[O:18])[N:12]([CH2:13][C:14]([F:17])([F:16])[F:15])[C:6]=2[CH:5]=[CH:4][CH:3]=1. Reported procedure: Prepared as for 6-fluoro-3-{4-[4-(pyridin-3-yloxy)phenyl]-1H-1,2,3-triazol-1-yl}-1-(2,2,2-trifluoroethyl)-1,3,4,5-tetrahydro-2H-1-benzazepin-2-one, using 3-(4-ethynyl-3-methoxyphenoxy)pyridine as the alkyne. Procedure: Potassium t-butoxide (908 mg, 8.09 mmol) was added to a stirred solution of [9-chloro-1-(2-methoxy-4,6-dimethylpyrimidin-5-yl)-1,2,3,4-tetrahydropyrimido[1,2-a]benzimidazol-6-yl]acetonitrile (1.41 g, 3.68 mmol) and ethyl iodide (1.43 g, 9.20 mmol) in tetrahydrofuran (18 mL) at 0° C., and the mixture was stirred at 0° C. for 50 min. The mixture was diluted with aqueous saturated ammonium chloride, and extracted with ethyl acetate. The combined organic layer was washed with brine, dried over anhyd... Conditions: temperature 0 celsius, time 50 minute. RXN SMILES: [CH3:1][C:2](C)([O-])C.[K+].[Cl:7][C:8]1[C:16]2[N:15]=[C:14]3[N:17]([C:21]4[C:22]([CH3:30])=[N:23][C:24]([O:28][CH3:29])=[N:25][C:26]=4[CH3:27])[CH2:18][CH2:19][CH2:20][N:13]3[C:12]=2[C:11]([CH2:31][C:32]#[N:33])=[CH:10][CH:9]=1.C(I)C>O1CCCC1.[Cl-].[NH4+]>[Cl:7][C:8]1[C:16]2[N:15]=[C:14]3[N:17]([C:21]4[C:22]([CH3:30])=[N:23][C:24]([O:28][CH3:29])=[N:25][C:26]=4[CH3:27])[CH2:18][CH2:19][CH2:20][N:13]3[C:12]=2[C:11]([CH:31]([CH2:1][CH3:2])[C:32]#[N:33])=[CH:10][CH:9]=1 |f:0.1,5.6|. The product is ClC1=CC=C(C=2N3C(=NC21)N(CCC3)C=3C(=NC(=NC3C)OC)C)C(C#N)CC (2-[9-Chloro-1-(2-methoxy-4,6-dimethylpyrimidin-5-yl)-1,2,3,4-tetrahydropyrimido[1,2-a]benzimidazol-6-yl]butanenitrile). Reactants: CC(C)([O-])C.[K+] (Potassium t-butoxide), ClC1=CC=C(C=2N3C(=NC21)N(CCC3)C=3C(=NC(=NC3C)OC)C)CC#N ([9-chloro-1-(2-methoxy-4,6-dimethylpyrimidin-5-yl)-1,2,3,4-tetrahydropyrimido[1,2-a]benzimidazol-6-yl]acetonitrile), C(C)I (ethyl iodide). The yield is 79.3%. Solvent: O1CCCC1 (tetrahydrofuran), [Cl-].[NH4+] (ammonium chloride).